From a dataset of the Open Reaction Database (ORD), a public repository of structured organic reaction records. describe an organic reaction: reactants, conditions, products, and yield Reactants: BrC=1C=C2C=CC(=NC2=C(C1N(C)C)C#N)CO (6-bromo-7-dimethylamino-2-(hydroxymethyl)quinoline-8-carbonitrile), CC(C)(C)[Si](C)(C)Cl (TBDMSCl), N1C=NC=C1 (imidazole). Solvent: CN(C)C=O (DMF). Run at time 3 hour. Product: BrC=1C=C2C=CC(=NC2=C(C1N(C)C)C#N)CO[Si](C)(C)C(C)(C)C (6-bromo-2-((tert-butyldimethylsilyloxy)methyl)-7-(dimethylamino)quinoline-8-carbonitrile). Isolated yield 69.5%. Reaction SMILES: [Br:1][C:2]1[CH:3]=[C:4]2[C:9](=[C:10]([C:15]#[N:16])[C:11]=1[N:12]([CH3:14])[CH3:13])[N:8]=[C:7]([CH2:17][OH:18])[CH:6]=[CH:5]2.[CH3:19][C:20]([Si:23](Cl)([CH3:25])[CH3:24])([CH3:22])[CH3:21].N1C=CN=C1>CN(C=O)C>[Br:1][C:2]1[CH:3]=[C:4]2[C:9](=[C:10]([C:15]#[N:16])[C:11]=1[N:12]([CH3:14])[CH3:13])[N:8]=[C:7]([CH2:17][O:18][Si:23]([C:20]([CH3:22])([CH3:21])[CH3:19])([CH3:25])[CH3:24])[CH:6]=[CH:5]2. Procedure details: The 6-bromo-7-dimethylamino-2-(hydroxymethyl)quinoline-8-carbonitrile (2 g, 6.5 mmol, 1 eq), TBDMSCl (1.4 g, 7.3 mmol, 1.1 eq) and imidazole (623 mg, 7.3 mmol, 1.1 eq) were added to DMF (20 mL). The resulting solution was stirred at room temperature for 3 hours, and then the solvent was removed under high reduced pressure. Cyclohexane was added and the mixture was washed twice with water, and then with brine. The organic layer was then dried over MgSO4, and concentrated under reduced pressure. T...